From a dataset of the Open Reaction Database (ORD), a public repository of structured organic reaction records. describe an organic reaction: reactants, conditions, products, and yield Reactants: BrC1=CN=C2C(=N1)N(N=N2)CC=2C=C1C=CC=NC1=CC2 (6-(6-bromo-[1,2,3]triazolo[4,5-b]pyrazin-1-ylmethyl)-quinoline), C(CCC)[SnH2]C(=C)OCC (butyl-(1-ethoxy-vinyl)-stannane). Reagents/catalysts: Cl[Pd]([P](C1=CC=CC=C1)(C2=CC=CC=C2)C3=CC=CC=C3)([P](C4=CC=CC=C4)(C5=CC=CC=C5)C6=CC=CC=C6)Cl (Pd(PPh3)2Cl2), [Cu]I (CuI). The solvent is Hexanes, C(C)#N (ACN). Yields the product product, C(C)OC(=C)C1=CN=C2C(=N1)N(N=N2)CC=2C=C1C=CC=NC1=CC2 (6-[6-(1-ethoxy-vinyl)-[1,2,3]triazolo[4,5-b]pyrazin-1-ylmethyl]-quinoline). Yield: 55.0%. Reaction SMILES: Br[C:2]1[N:7]=[C:6]2[N:8]([CH2:11][C:12]3[CH:13]=[C:14]4[C:19](=[CH:20][CH:21]=3)[N:18]=[CH:17][CH:16]=[CH:15]4)[N:9]=[N:10][C:5]2=[N:4][CH:3]=1.C([SnH2][C:27]([O:29][CH2:30][CH3:31])=[CH2:28])CCC>C(#N)C.Cl[Pd](Cl)([P](C1C=CC=CC=1)(C1C=CC=CC=1)C1C=CC=CC=1)[P](C1C=CC=CC=1)(C1C=CC=CC=1)C1C=CC=CC=1.[Cu]I>[CH2:30]([O:29][C:27]([C:2]1[N:7]=[C:6]2[N:8]([CH2:11][C:12]3[CH:13]=[C:14]4[C:19](=[CH:20][CH:21]=3)[N:18]=[CH:17][CH:16]=[CH:15]4)[N:9]=[N:10][C:5]2=[N:4][CH:3]=1)=[CH2:28])[CH3:31] |^1:37,56|. Procedure: To a solution of 6-(6-bromo-[1,2,3]triazolo[4,5-b]pyrazin-1-ylmethyl)-quinoline (2 g, 5.86 mmol) in ACN (47 mL) (degassed 3 times with nitrogen) was added Pd(PPh3)2Cl2 (205 mg, 0.293 mmol), CuI (167 mg, 0.879 mmol), and butyl-(1-ethoxy-vinyl)-stannane (5.9 mL, 17.59 mmol). The reaction was refluxed for 4 hours until the LC-MS showed complete product. The reaction was filtered over a celite pad and washed with ether (100 mL). The solution was washed with water (1×50 mL), dried over Na2SO4, and co... Reactants: O=C(OO)c1cccc(Cl)c1, ClCCl, CSc1ccc(-c2cc(C(F)F)nn2-c2ccc3c(c2)OCO3)cc1. Yields the product CS(=O)c1ccc(-c2cc(C(F)F)nn2-c2ccc3c(c2)OCO3)cc1. As a reaction SMILES: [Cl:26][c:27]1[cH:28][cH:29][cH:30][c:31]([C:32]([O:33][OH:35])=[O:34])[cH:36]1.[Cl:37][CH2:38][Cl:39].[F:1][CH:2]([c:3]1[n:4][n:5](-[c:16]2[cH:17][c:18]3[c:19]([cH:20][cH:21]2)[O:22][CH2:23][O:24]3)[c:6](-[c:8]2[cH:9][cH:10][c:11]([S:14][CH3:15])[cH:12][cH:13]2)[cH:7]1)[F:25]>>[F:1][CH:2]([c:3]1[n:4][n:5](-[c:16]2[cH:17][c:18]3[c:19]([cH:20][cH:21]2)[O:22][CH2:23][O:24]3)[c:6](-[c:8]2[cH:9][cH:10][c:11]([S:14]([CH3:15])=[O:34])[cH:12][cH:13]2)[cH:7]1)[F:25]. Reactants: BrC=1SC=C(N1)CN1C(=CC2=C(C(=CC=C12)C#N)C(F)(F)F)C (1-[(2-bromo-1,3-thiazol-4-yl)methyl]-2-methyl-4-(trifluoromethyl)-1H-indole-5-carbonitrile), FC(C=1C=C(C=CC1)B(O)O)(F)F ([3-(trifluoromethyl)phenyl]boronic acid). Product: CC=1N(C2=CC=C(C(=C2C1)C(F)(F)F)C#N)CC=1N=C(SC1)C1=CC(=CC=C1)C(F)(F)F (2-Methyl-4-(trifluoromethyl)-1-({2-[3-(trifluoromethyl)phenyl]-1,3-thiazol-4-yl}methyl)-1H-indole-5-carbonitrile). Reported procedure: Synthesized as described in Example 310D using 1-[(2-bromo-1,3-thiazol-4-yl)methyl]-2-methyl-4-(trifluoromethyl)-1H-indole-5-carbonitrile (Example 311B) and [3-(trifluoromethyl)phenyl]boronic acid: MS (ES) m/z 466 (M+1). As a reaction SMILES: Br[C:2]1[S:3][CH:4]=[C:5]([CH2:7][N:8]2[C:16]3[C:11](=[C:12]([C:19]([F:22])([F:21])[F:20])[C:13]([C:17]#[N:18])=[CH:14][CH:15]=3)[CH:10]=[C:9]2[CH3:23])[N:6]=1.[F:24][C:25]([F:36])([F:35])[C:26]1[CH:27]=[C:28](B(O)O)[CH:29]=[CH:30][CH:31]=1>>[CH3:23][C:9]1[N:8]([CH2:7][C:5]2[N:6]=[C:2]([C:30]3[CH:29]=[CH:28][CH:27]=[C:26]([C:25]([F:36])([F:35])[F:24])[CH:31]=3)[S:3][CH:4]=2)[C:16]2[C:11]([CH:10]=1)=[C:12]([C:19]([F:22])([F:21])[F:20])[C:13]([C:17]#[N:18])=[CH:14][CH:15]=2. Reactants: ClC1=C(C=C(C=C1)C)C (1-chloro-2,4-dimethylbenzene), C(C(C)C)N (isobutylamine), lithium hexamethyl, O1CCCC1 (tetrahydrofuran). Reagents/catalysts: catalyst. Run at temperature 70 celsius. The product is CC1=C(C=CC(=C1)C)NCC(C)C ((2,4-dimethylphenyl)(2-methylpropyl)amine). Yield: 96.3%. Reaction SMILES: Cl[C:2]1[CH:7]=[CH:6][C:5]([CH3:8])=[CH:4][C:3]=1[CH3:9].[CH2:10]([NH2:14])[CH:11]([CH3:13])[CH3:12].O1CCCC1>>[CH3:9][C:3]1[CH:4]=[C:5]([CH3:8])[CH:6]=[CH:7][C:2]=1[NH:14][CH2:10][CH:11]([CH3:13])[CH3:12]. Procedure: A mixture of 1-chloro-2,4-dimethylbenzene (1687 mg, 12 mmol), isobutylamine (1755 mg, 24.00 mmol), and Caddick catalyst (140 mg, 0.238 mmol) was treated with lithium hexamethyl disilizide in tetrahydrofuran (1 M LHMDS in THF, 15 mL, 15.00 mmol) under nitrogen. The reaction mixture was heated to 70° C. for 45 minutes in a septum-sealed vessel. The cooled mixture was concentrated in vacuo and the residue was partitioned between aqueous citric acid (50 mL) and tert butyl methyl ether (TBME) (2×50 m... Solvent: ClCCl (dichloromethane). The yield is 25.1%. Reaction SMILES: C([O:3][P:4]([CH2:9][CH2:10][CH2:11][O:12][N:13]1[CH:21]=[N:20][C:19]2[C:14]1=[N:15][CH:16]=[N:17][C:18]=2[NH2:22])([O:6]CC)=[O:5])C.[Br:23][Si](C)(C)C>ClCCl>[BrH:23].[P:4]([CH2:9][CH2:10][CH2:11][O:12][N:13]1[CH:21]=[N:20][C:19]2[C:14]1=[N:15][CH:16]=[N:17][C:18]=2[NH2:22])([OH:6])([OH:5])=[O:3] |f:3.4|. Product: Br.P(=O)(O)(O)CCCON1C2=NC=NC(=C2N=C1)N (9-(3-phosphonopropoxy)adenine, hydrobromide salt). Conditions: time 2 hour. The reactants are C(C)OP(=O)(OCC)CCCON1C2=NC=NC(=C2N=C1)N (9-[3-(diethoxyphosphoryl)propoxy]adenine), Br[Si](C)(C)C (bromotrimethylsilane). Procedure details: To a solution of 9-[3-(diethoxyphosphoryl)propoxy]adenine (300 mg, 0.9 mmol) in dry dichloromethane (10 ml), was added bromotrimethylsilane (0.6 ml, 4.5 mmol). After 2 hours at ambient temperature, the solution was evaporated to dryness, the residue treated with methanol and the solution evaporated to dryness again. The solid residue was crystallised from methanol-acetone to afford 9-(3-phosphonopropoxy)adenine, hydrobromide salt, (80 mgs, 24%) m.p. 175°-180° C.. UV: λmax (MeOH) 259 (ε14,050) nm... The reagents and catalysts are [Pd] (Pd/C). Run at time 8 hour. Product: CC(C)N1N=CC=2C(=CC=CC12)C(=O)NCC=1C(NC(=CC1CCC)C)=O (1-(1-Methylethyl)-N-[(6-methyl-2-oxo-4-propyl-1,2-dihydro-3-pyridinyl)methyl]-1H-indazole-4-carboxamide). Isolated yield 34.6%. Solvent: CCO.C1CCOC1 (EtOH THF). Starting materials: BrC=1C=C(C=2C=NN(C2C1)C(C)C)C(=O)NCC=1C(NC(=CC1C1=CC=CC=C1)C)=O (6-Bromo-1-(1-methylethyl)-N-[(6-methyl-2-oxo-4-phenyl-1,2-dihydro-3-pyridinyl)methyl]-1H-indazole-4-carboxamide), [H][H] (hydrogen). Procedure: 6-Bromo-1-(1-methylethyl)-N-[(6-methyl-2-oxo-4-phenyl-1,2-dihydro-3-pyridinyl)methyl]-1H-indazole-4-carboxamide (70.3 mg, 0.15 mmol) in 3:1 EtOH/THF (4 mL) was hydrogenated using Pd/C (10% wet Degussa type) and a balloon of hydrogen. The reaction mixture was stirred at room temperature overnight. It was filtered through Celite, washed with EtOAc and EtOH and the solvent was evaporated. DMF was added with some water and white solids that crashed out were filtered off, air-dried for 15 min and dri... Reaction SMILES: Br[C:2]1[CH:3]=[C:4]([C:14]([NH:16][CH2:17][C:18]2[C:19](=[O:31])[NH:20][C:21]([CH3:30])=[CH:22][C:23]=2[C:24]2C=CC=[CH:26][CH:25]=2)=[O:15])[C:5]2[CH:6]=[N:7][N:8]([CH:11]([CH3:13])[CH3:12])[C:9]=2[CH:10]=1.[H][H]>[Pd].CCO.C1COCC1>[CH3:12][CH:11]([N:8]1[C:9]2[CH:10]=[CH:2][CH:3]=[C:4]([C:14]([NH:16][CH2:17][C:18]3[C:19](=[O:31])[NH:20][C:21]([CH3:30])=[CH:22][C:23]=3[CH2:24][CH2:25][CH3:26])=[O:15])[C:5]=2[CH:6]=[N:7]1)[CH3:13] |f:3.4|. RXN SMILES: C[O:2][P:3]([O:6][CH3:7])[O:4][CH3:5].Cl[C:9]([O:11][C:12]1[CH:17]=[CH:16][C:15]([CH3:18])=[CH:14][CH:13]=1)=[O:10]>>[C:15]1([CH3:18])[CH:16]=[CH:17][C:12]([O:11][C:9]([P:3](=[O:2])([O:6][CH3:7])[O:4][CH3:5])=[O:10])=[CH:13][CH:14]=1. The yield is 93.0%. Starting materials: COP(OC)OC (trimethylphosphite), ClC(=O)OC1=CC=C(C=C1)C (p-tolyl chloroformate). Procedure details: From 10.3 g (85 mmole) of trimethylphosphite and 10.3 g (60 mmole) of p-tolyl chloroformate (prepared according to M. J. Zabik and R. D. Schuetz, J. Org. Chem. 32 (1967) 300). (100° C., 2 hours). Yield 93%. Bp0.2 131° C., nD20 1.4972. The product is C1(=CC=C(C=C1)OC(=O)P(OC)(OC)=O)C (Dimethyl p-tolyloxycarbonylphosphonate). Starting materials: COCCOC, [Li+], CCCOC(=O)CNC(CC1CCCCC1)C(=O)N1CCCC1C(=O)NCc1ccc2c(N)nccc2c1, [OH-]. Yields the product Nc1nccc2cc(CNC(=O)C3CCCN3C(=O)C(CC3CCCCC3)NCC(=O)O)ccc12. Reaction SMILES: [CH2:41]([CH2:42][O:43][CH3:44])[O:45][CH3:46].[Li+:39].[NH2:1][c:2]1[n:3][cH:4][cH:5][c:6]2[cH:7][c:8]([CH2:12][NH:13][C:14]([CH:15]3[N:16]([C:20]([CH:21]([CH2:22][CH:23]4[CH2:24][CH2:25][CH2:26][CH2:27][CH2:28]4)[NH:29][CH2:30][C:31](=[O:32])[O:33][CH2:34][CH2:35][CH3:36])=[O:37])[CH2:17][CH2:18][CH2:19]3)=[O:38])[cH:9][cH:10][c:11]12.[OH-:40]>>[NH2:1][c:2]1[n:3][cH:4][cH:5][c:6]2[cH:7][c:8]([CH2:12][NH:13][C:14]([CH:15]3[N:16]([C:20]([CH:21]([CH2:22][CH:23]4[CH2:24][CH2:25][CH2:26][CH2:27][CH2:28]4)[NH:29][CH2:30][C:31](=[O:32])[OH:33])=[O:37])[CH2:17][CH2:18][CH2:19]3)=[O:38])[cH:9][cH:10][c:11]12.